From a dataset of the Open Reaction Database (ORD), a public repository of structured organic reaction records. describe an organic reaction: reactants, conditions, products, and yield Starting materials: Cl Al, IC1=C(C(=CC(=C1)I)I)C1=CC=C(C=C1)C (2′,4′,6′-triiodo-4-methylbiphenyl), IC1=C(C(=CC(=C1C(C)=O)I)I)C1=CC(=C(C=C1)C(=O)O)[N+](=O)[O-] (2′,4′,6′-triiodo-3′-acetyl-3-nitrobiphenyl-4-carboxylic acid), zinc mercury amalgam, Cl (hydrochloric acid). Yields the product IC1=C(C(=CC(=C1CC)I)I)C1=CC(=C(C=C1)C(=O)O)[N+](=O)[O-] (2′,4′,6′-triiodo-3′-ethyl-3-nitrobiphenyl-4-carboxylic acid). RXN SMILES: IC1C=C(I)C=C(I)C=1C1C=CC(C)=CC=1.[I:17][C:18]1[C:23]([C:24](=O)[CH3:25])=[C:22]([I:27])[CH:21]=[C:20]([I:28])[C:19]=1[C:29]1[CH:34]=[CH:33][C:32]([C:35]([OH:37])=[O:36])=[C:31]([N+:38]([O-:40])=[O:39])[CH:30]=1.Cl>>[I:17][C:18]1[C:23]([CH2:24][CH3:25])=[C:22]([I:27])[CH:21]=[C:20]([I:28])[C:19]=1[C:29]1[CH:34]=[CH:33][C:32]([C:35]([OH:37])=[O:36])=[C:31]([N+:38]([O-:40])=[O:39])[CH:30]=1. Reported procedure: Freidel-Crafts acylation is performed on 2′,4′,6′-triiodo-3-nitrobiphenyl-4-carboxylic acid (6) in the presence of AlCl3 and CH3COCl to yield 2′,4′,6′-triiodo-3′-acetyl-3-nitrobiphenyl-4-carboxylic acid (12). C 13 ⁢ H 6 ⁢ I 3 ⁢ N ⁢   ⁢ O 4 ⁢ → C ⁢   ⁢ H 3 ⁢   ⁢ C ⁢   ⁢ O ⁢   ⁢ Cl Al ⁢   ⁢ Cl 3 ⁢ C 15 ⁢ H 8 ⁢ I 3 ⁢ N ⁢   ⁢ O 5 2′,4′,6′-triiodo-3′-acetyl-3-nitrobiphenyl-4-carboxylic acid (12) is then reacted with a zinc mercury amalgam and hydrochloric acid and heated to yield 2′,4′,6′-triiodo-3′-...